From a dataset of the Open Reaction Database (ORD), a public repository of structured organic reaction records. describe an organic reaction: reactants, conditions, products, and yield The reactants are CC(C)CBr, Cc1cccc(Br)n1, C1CCOC1, CC(C)NC(C)C, O. The product is CC(C)CCc1cccc(Br)n1. RXN SMILES: [Br:16][CH2:17][CH:18]([CH3:19])[CH3:20].[Br:8][c:9]1[n:10][c:11]([CH3:15])[cH:12][cH:13][cH:14]1.[CH2:22]1[O:23][CH2:24][CH2:25][CH2:26]1.[CH:1]([NH:2][CH:3]([CH3:4])[CH3:5])([CH3:6])[CH3:7].[OH2:21]>>[Br:8][c:9]1[n:10][c:11]([CH2:15][CH2:17][CH:18]([CH3:19])[CH3:20])[cH:12][cH:13][cH:14]1. Reactants: FC1=CC=C(C=C1)CC1=CN=C2C(=C(C(N(C2=C1)CCCN1C(CCC1)=O)=O)C(=O)OCC)O (ethyl 7-[(4-fluorophenyl)methyl]-4-hydroxy-2-oxo-1-[3-(2-oxo-1-pyrrolidinyl)propyl]-1,2-dihydro-1,5-naphthyridine-3-carboxylate), C(O)CN (ethanolamine). Product: FC1=CC=C(C=C1)CC1=CN=C2C(=C(C(N(C2=C1)CCCN1C(CCC1)=O)=O)C(=O)NCCO)O (7-[(4-Fluorophenyl)methyl]-4-hydroxy-N-(2-hydroxyethyl)-2-oxo-1-[3-(2-oxo-1-pyrrolidinyl)propyl]-1,2-dihydro-1,5-naphthyridine-3-carboxamide). Reaction SMILES: [F:1][C:2]1[CH:7]=[CH:6][C:5]([CH2:8][C:9]2[CH:18]=[C:17]3[C:12]([C:13]([OH:34])=[C:14]([C:29](OCC)=[O:30])[C:15](=[O:28])[N:16]3[CH2:19][CH2:20][CH2:21][N:22]3[CH2:26][CH2:25][CH2:24][C:23]3=[O:27])=[N:11][CH:10]=2)=[CH:4][CH:3]=1.[CH2:35]([CH2:37][NH2:38])[OH:36]>>[F:1][C:2]1[CH:3]=[CH:4][C:5]([CH2:8][C:9]2[CH:18]=[C:17]3[C:12]([C:13]([OH:34])=[C:14]([C:29]([NH:38][CH2:37][CH2:35][OH:36])=[O:30])[C:15](=[O:28])[N:16]3[CH2:19][CH2:20][CH2:21][N:22]3[CH2:26][CH2:25][CH2:24][C:23]3=[O:27])=[N:11][CH:10]=2)=[CH:6][CH:7]=1. Procedure details: This compound was prepared from ethyl 7-[(4-fluorophenyl)methyl]-4-hydroxy-2-oxo-1-[3-(2-oxo-1-pyrrolidinyl)propyl]-1,2-dihydro-1,5-naphthyridine-3-carboxylate and ethanolamine employing methods similar to those described in Example 202 and was obtained as a white solid. 1H NMR (400 MHz, CDCl3) δ 10.36 (t, J=5.7 Hz, 1 H), 8.53 (s, 1 H), 7.41 (s, 1 H), 7.18 (dd, J=8.3, 5.5 Hz, 2 H), 7.03 (t, J=8.6 Hz, 2 H), 4.16-4.11 (m, 4 H), 3.85 (t, J=5.0 Hz, 2 H), 3.63 (m, 2 H), 3.38-3.33 (m, 4 H), 2.40 (t, J... The reactants are C(C)OC(CN(CC(=O)OCC)C1=CC(=C(C(=C1)Cl)OC1=CC(=C(C=C1)OC)C(C)CC)Cl)=O ({[4-(3-sec-Butyl-4-methoxy-phenoxy)-3,5-dichloro-phenyl]-ethoxycarbonylmethyl-amino}-acetic acid ethyl ester), B(Br)(Br)Br (BBr3). The solvent is C(Cl)Cl (CH2Cl2), C(Cl)Cl (CH2Cl2). Run at temperature 22.5 celsius, time 30 minute. The product is C(C)(CC)C=1C=C(OC2=C(C=C(C=C2Cl)N(CC(=O)O)CC(=O)O)Cl)C=CC1O ({[4-(3-sec-Butyl-4-hydroxy-phenoxy)-3,5-dichloro-phenyl]-carboxymethyl-amino}-acetic acid). Yield: 76.9%. RXN SMILES: C([O:3][C:4](=[O:34])[CH2:5][N:6]([C:13]1[CH:18]=[C:17]([Cl:19])[C:16]([O:20][C:21]2[CH:26]=[CH:25][C:24]([O:27]C)=[C:23]([CH:29]([CH2:31][CH3:32])[CH3:30])[CH:22]=2)=[C:15]([Cl:33])[CH:14]=1)[CH2:7][C:8]([O:10]CC)=[O:9])C.B(Br)(Br)Br>C(Cl)Cl>[CH:29]([C:23]1[CH:22]=[C:21]([CH:26]=[CH:25][C:24]=1[OH:27])[O:20][C:16]1[C:15]([Cl:33])=[CH:14][C:13]([N:6]([CH2:7][C:8]([OH:10])=[O:9])[CH2:5][C:4]([OH:34])=[O:3])=[CH:18][C:17]=1[Cl:19])([CH2:31][CH3:32])[CH3:30]. Procedure details: To a solution of {[4-(3-sec-Butyl-4-methoxy-phenoxy)-3,5-dichloro-phenyl]-ethoxycarbonylmethyl-amino}-acetic acid ethyl ester (12.5 g, 0.02 mol) in CH2Cl2 (250 mL) was cooled to −60° C. under nitrogen atmosphere. To that 1M BBr3 solution (122 mL) was added dropwise. The reaction mixture was allowed to warm up to 20-25° C. over 5 h. then diluted with more CH2Cl2 (250 mL) and quenched with H2O. After stirring at 20-25° C. for 30 min, organic phase was separated, washed with water, brine, dried ove...